From a dataset of the Open Reaction Database (ORD), a public repository of structured organic reaction records. describe an organic reaction: reactants, conditions, products, and yield Reactants: CC1=CC=C(C=C1)S(=O)(=O)C#N (4-Methylbenzenesulfonyl cyanide), COCC1=NSC(O1)=O (5-methoxymethyl-1,3,4-oxathiazol-2-one), O (Water). Run in CCCCCCCCCCCC (dodecane). Reaction conditions: temperature 150 celsius. The product is COCC1=NSC(=N1)S(=O)(=O)C1=CC=C(C=C1)C (3-methoxymethyl-5-[(4-methylphenyl)-sulfonyl]-1,2,4-thiadiazole). Reaction SMILES: [CH3:1][C:2]1[CH:7]=[CH:6][C:5]([S:8]([C:11]#[N:12])(=[O:10])=[O:9])=[CH:4][CH:3]=1.[CH3:13][O:14][CH2:15][C:16]1OC(=O)[S:18][N:17]=1.O>CCCCCCCCCCCC>[CH3:13][O:14][CH2:15][C:16]1[N:12]=[C:11]([S:8]([C:5]2[CH:4]=[CH:3][C:2]([CH3:1])=[CH:7][CH:6]=2)(=[O:10])=[O:9])[S:18][N:17]=1. Procedure details: 4-Methylbenzenesulfonyl cyanide (16.26 g) was added to an emulsion of 5-methoxymethyl-1,3,4-oxathiazol-2-one (6.6 g) in dodecane (60 cm3). The reaction mixture was stirred and heated at 150° C. for 18 hours, then cooled. Water was added and the product extracted into ethyl acetate. The combined organic phases were dried (MgSO4) and ethyl acetate was removed by evaporation under reduced pressure. The residue separated into a brown liquid and a clear dodecane layer which was removed and discarded....